From a dataset of the Open Reaction Database (ORD), a public repository of structured organic reaction records. describe an organic reaction: reactants, conditions, products, and yield Reactants: CCOC(C)=O, [H][H], CSCCC(NC(=O)c1ccc(C=Cc2c[nH]cn2)cc1-c1ccccc1)C(=O)O. Product: CSCCC(NC(=O)c1ccc(CCc2c[nH]cn2)cc1-c1ccccc1)C(=O)O. RXN SMILES: [CH3:33][CH2:34][O:35][C:36](=[O:37])[CH3:38].[H:31][H:32].[nH:1]1[cH:2][n:3][c:4]([CH:6]=[CH:7][c:8]2[cH:9][c:10](-[c:25]3[cH:26][cH:27][cH:28][cH:29][cH:30]3)[c:11]([C:12](=[O:13])[NH:14][CH:15]([CH2:16][CH2:17][S:18][CH3:19])[C:20](=[O:21])[OH:22])[cH:23][cH:24]2)[cH:5]1>>[nH:1]1[cH:2][n:3][c:4]([CH2:6][CH2:7][c:8]2[cH:9][c:10](-[c:25]3[cH:26][cH:27][cH:28][cH:29][cH:30]3)[c:11]([C:12](=[O:13])[NH:14][CH:15]([CH2:16][CH2:17][S:18][CH3:19])[C:20](=[O:21])[OH:22])[cH:23][cH:24]2)[cH:5]1. Reactants: OC1=C(C(N2CCCC2=C1C(=O)OCC)=O)C (Ethyl 7-hydroxy-6-methyl-5-oxo-1,2,3,5-tetrahydroindolizine-8-carboxylate), P(=O)(Cl)(Cl)Cl (phosphorous oxychloride), CN(C1=CC=CC=C1)C (Dimethylaniline). Conditions: time 16 hour. The product is ClC1=C(C(N2CCCC2=C1C(=O)OCC)=O)C (Ethyl 7-chloro-6-methyl-5-oxo-1,2,3,5-tetrahydroindolizine-8-carboxylate). The yield is 62.9%. RXN SMILES: O[C:2]1[C:10]([C:11]([O:13][CH2:14][CH3:15])=[O:12])=[C:9]2[N:5]([CH2:6][CH2:7][CH2:8]2)[C:4](=[O:16])[C:3]=1[CH3:17].P(Cl)(Cl)([Cl:20])=O.CN(C)C1C=CC=CC=1>>[Cl:20][C:2]1[C:10]([C:11]([O:13][CH2:14][CH3:15])=[O:12])=[C:9]2[N:5]([CH2:6][CH2:7][CH2:8]2)[C:4](=[O:16])[C:3]=1[CH3:17]. Procedure details: Compound 8b (659 mg, 2.8 mmol) was stirred in phosphorous oxychloride (1.5 mL, 15.8 mmol) at RT. Dimethylaniline (0.07 mL, 0.56 mmol) was added and the reaction stirred for 16 h. The solution was concentrated in vacuo, quenched with ice, and made basic with sat. NaHCO3 solution. The aqueous solution was concentrated in vacuo. The residue was taken up in a 20% MeOH/CH2Cl2 and insoluble inorganic salts were removed by filtration. Organics were concentrated and purified by silica gel chromatography... Reactants: N[C@]12[C@@H]([C@H]3CC[C@@H]4[C@]5(CC=C(C([C@@H]5CC[C@]4([C@@]3(CC1)C)C)(C)C)C1=CC=C(C(=O)OC)C=C1)C)[C@@H](CC2)C(=C)C (methyl 4-((1R,3aS,5aR,5bR,7aR,11aS,11bR,13aR,13bR)-3a-amino-5a,5b,8,8,11a-pentamethyl-1-(prop-1-en-2-yl)-2,3,3a,4,5,5a,5b,6,7,7a,8,11,11a,11b,12,13,13a,13b-octadecahydro-1H-cyclopenta[a]chrysen-9-yl)benzoate), C(=O)C1C(C1)C(=O)OCC (ethyl 2-formyl-1-cyclopropanecarboxylate), C(=O)C1C(C1)C(=O)OCC (ethyl 2-formyl-1-cyclopropanecarboxylate), C(C)(=O)O[BH-](OC(C)=O)OC(C)=O.[Na+] (sodium triacetoxyborohydride), C(C)(=O)O[BH-](OC(C)=O)OC(C)=O.[Na+] (sodium triacetoxyborohydride). The reagents and catalysts are CC([O-])C.[Ti+4].CC([O-])C.CC([O-])C.CC([O-])C (titanium(IV) isopropoxide). Run in ClCCCl (DCE). Run at time 1 hour. Product: C(C)OC(=O)C1C(C1)CN[C@]12[C@@H]([C@H]3CC[C@@H]4[C@]5(CC=C(C([C@@H]5CC[C@]4([C@@]3(CC1)C)C)(C)C)C1=CC=C(C(=O)OC)C=C1)C)[C@@H](CC2)C(=C)C (methyl 4-((1R,3aS,5aR,5bR,7aR,11aS,11bR,13aR,13bR)-3a-((2-(ethoxycarbonyl)cyclopropyl)methylamino)-5a,5b,8,8,11a-pentamethyl-1-(prop-1-en-2-yl)-2,3,3a,4,5,5a,5b,6,7,7a,8,11,11a,11b,12,13,13a,13b-octadecahydro-1H-cyclopenta[a]chrysen-9-yl)benzoate). The yield is 89.1%. Reaction SMILES: [NH2:1][C@:2]12[CH2:37][CH2:36][C@@H:35]([C:38]([CH3:40])=[CH2:39])[C@@H:3]1[C@@H:4]1[C@@:17]([CH3:20])([CH2:18][CH2:19]2)[C@@:16]2([CH3:21])[C@@H:7]([C@:8]3([CH3:34])[C@@H:13]([CH2:14][CH2:15]2)[C:12]([CH3:23])([CH3:22])[C:11]([C:24]2[CH:33]=[CH:32][C:27]([C:28]([O:30][CH3:31])=[O:29])=[CH:26][CH:25]=2)=[CH:10][CH2:9]3)[CH2:6][CH2:5]1.[CH:41]([CH:43]1[CH2:45][CH:44]1[C:46]([O:48][CH2:49][CH3:50])=[O:47])=O.C(O[BH-](OC(=O)C)OC(=O)C)(=O)C.[Na+]>ClCCCl.CC(C)[O-].[Ti+4].CC(C)[O-].CC(C)[O-].CC(C)[O-]>[CH2:49]([O:48][C:46]([CH:44]1[CH2:45][CH:43]1[CH2:41][NH:1][C@:2]12[CH2:37][CH2:36][C@@H:35]([C:38]([CH3:40])=[CH2:39])[C@@H:3]1[C@@H:4]1[C@@:17]([CH3:20])([CH2:18][CH2:19]2)[C@@:16]2([CH3:21])[C@@H:7]([C@:8]3([CH3:34])[C@@H:13]([CH2:14][CH2:15]2)[C:12]([CH3:22])([CH3:23])[C:11]([C:24]2[CH:25]=[CH:26][C:27]([C:28]([O:30][CH3:31])=[O:29])=[CH:32][CH:33]=2)=[CH:10][CH2:9]3)[CH2:6][CH2:5]1)=[O:47])[CH3:50] |f:2.3,5.6.7.8.9|. Procedure: To a solution of methyl 4-((1R,3aS,5aR,5bR,7aR,11aS,11bR,13aR,13bR)-3a-amino-5a,5b,8,8,11a-pentamethyl-1-(prop-1-en-2-yl)-2,3,3a,4,5,5a,5b,6,7,7a,8,11,11a,11b,12,13,13a,13b-octadecahydro-1H-cyclopenta[a]chrysen-9-yl)benzoate (30 mg, 0.055 mmol) in DCE (0.5 mL) was added ethyl 2-formyl-1-cyclopropanecarboxylate (9.13 mL, 0.069 mmol) and titanium(IV) isopropoxide (0.020 mL, 0.069 mmol). The mixture was stirred at rt for 1 h and sodium triacetoxyborohydride (23.38 mg, 0.110 mmol) was added. After s... Starting materials: ClC=1C=C(C(=O)NC=2C(=NC=C(C2)Cl)N2CCNCCC2)C=CC1 (3-chloro-N-(5-chloro-2-[1,4]diazepan-1-yl-pyridin-3-yl)-benzamide), 2-pyridino-1-ethylchloride hydrochloride, C(C)#N (acetonitrile). Run at temperature 175 celsius. Yields the product ClC=1C=C(C(=O)NC=2C(=NC=C(C2)Cl)N2CCN(CCC2)CCN2CCCCC2)C=CC1 (3-chloro-N-{5-chloro-2-[4-(2-piperidin-1-yl-ethyl)-[1,4]diazepan-1-yl]-pyridin-3-yl}-benzamide). Isolated yield 9.0%. Reaction SMILES: [Cl:1][C:2]1[CH:3]=[C:4]([CH:22]=[CH:23][CH:24]=1)[C:5]([NH:7][C:8]1[C:9]([N:15]2[CH2:21][CH2:20][CH2:19][NH:18][CH2:17][CH2:16]2)=[N:10][CH:11]=[C:12]([Cl:14])[CH:13]=1)=[O:6].[C:25](#[N:27])[CH3:26]>>[Cl:1][C:2]1[CH:3]=[C:4]([CH:22]=[CH:23][CH:24]=1)[C:5]([NH:7][C:8]1[C:9]([N:15]2[CH2:21][CH2:20][CH2:19][N:18]([CH2:26][CH2:25][N:27]3[CH2:4][CH2:3][CH2:2][CH2:24][CH2:23]3)[CH2:17][CH2:16]2)=[N:10][CH:11]=[C:12]([Cl:14])[CH:13]=1)=[O:6]. Procedure details: A mixture of 0.035 g (0.096 mmol) of 3-chloro-N-(5-chloro-2-[1,4]diazepan-1-yl-pyridin-3-yl)-benzamide in 0.053 g (0.29 mmol) of 2-pyridino-1-ethylchloride hydrochloride in acetonitrile (2 mL) is heated at 175° C. in a microwave reactor for 30 minutes. The mixture is cooled to room temperature and concentrated under reduced pressure. The residue is purified by flash silica gel chromatography to provide 0.004 g (9%) of the title compound (108) as a red solid. [M+H]+=476.2.